From a dataset of the Open Reaction Database (ORD), a public repository of structured organic reaction records. describe an organic reaction: reactants, conditions, products, and yield Starting materials: CCO, N#Cc1cccc(C#N)c1, NO, [Na+], [OH-]. Product: N#Cc1cccc(C(N)=NO)c1. RXN SMILES: [CH3:15][CH2:16][OH:17].[N:5]#[C:6][c:7]1[cH:8][cH:9][cH:10][c:11]([C:13]#[N:14])[cH:12]1.[NH2:1][OH:2].[Na+:4].[OH-:3]>>[N:1]([OH:2])=[C:13]([c:11]1[cH:10][cH:9][cH:8][c:7]([C:6]#[N:5])[cH:12]1)[NH2:14]. Starting materials: CCNC(=O)CCCC=CCC1C(O)CC(OC(=O)OCCCCCl)C1C=CC(O)CCc1ccccc1, CC(C)=O, [I-], [Na+]. Yields the product CCNC(=O)CCCC=CCC1C(O)CC(OC(=O)OCCCCI)C1C=CC(O)CCc1ccccc1. Reaction SMILES: [C:1]([O:2][CH2:3][CH2:4][CH2:5][CH2:6][Cl:7])([O:8][CH:9]1[CH:10]([CH:26]=[CH:27][CH:28]([CH2:29][CH2:30][c:31]2[cH:32][cH:33][cH:34][cH:35][cH:36]2)[OH:37])[CH:11]([CH2:15][CH:16]=[CH:17][CH2:18][CH2:19][CH2:20][C:21](=[O:22])[NH:23][CH2:24][CH3:25])[CH:12]([OH:14])[CH2:13]1)=[O:38].[CH3:41][C:42](=[O:43])[CH3:44].[I-:40].[Na+:39]>>[C:1]([O:2][CH2:3][CH2:4][CH2:5][CH2:6][I:40])([O:8][CH:9]1[CH:10]([CH:26]=[CH:27][CH:28]([CH2:29][CH2:30][c:31]2[cH:32][cH:33][cH:34][cH:35][cH:36]2)[OH:37])[CH:11]([CH2:15][CH:16]=[CH:17][CH2:18][CH2:19][CH2:20][C:21](=[O:22])[NH:23][CH2:24][CH3:25])[CH:12]([OH:14])[CH2:13]1)=[O:38]. Product: BrC=1C=C(C=CC1N1CCC(CC1)N1CCOCC1)NC(=O)C=1C=NN(C1C)C1=CC=C(C=C1)C(F)(F)F (N-[3-Bromo-4-(4-morpholinopiperidin-1-yl)phenyl]-5-methyl-1-(4-trifluoromethylphenyl)pyrazole-4-carboxamide). The yield is 60.3%. Procedure details: By the reaction and treatment in the same manner as in Example 150 using 5-methyl-1-(4-trifluoromethylphenyl)pyrazole-4-carboxylic chloride (1.7 g) and 3-bromo-4-(4-morpholinopiperidin-1-yl)aniline (2.0 g), the title compound (2.1 g) was obtained, melting point: 220–230° C. Reactants: CC1=C(C=NN1C1=CC=C(C=C1)C(F)(F)F)C(=O)Cl (5-methyl-1-(4-trifluoromethylphenyl)pyrazole-4-carboxylic chloride), BrC=1C=C(N)C=CC1N1CCC(CC1)N1CCOCC1 (3-bromo-4-(4-morpholinopiperidin-1-yl)aniline). Reaction SMILES: [CH3:1][C:2]1[N:6]([C:7]2[CH:12]=[CH:11][C:10]([C:13]([F:16])([F:15])[F:14])=[CH:9][CH:8]=2)[N:5]=[CH:4][C:3]=1[C:17](Cl)=[O:18].[Br:20][C:21]1[CH:22]=[C:23]([CH:25]=[CH:26][C:27]=1[N:28]1[CH2:33][CH2:32][CH:31]([N:34]2[CH2:39][CH2:38][O:37][CH2:36][CH2:35]2)[CH2:30][CH2:29]1)[NH2:24]>>[Br:20][C:21]1[CH:22]=[C:23]([NH:24][C:17]([C:3]2[CH:4]=[N:5][N:6]([C:7]3[CH:12]=[CH:11][C:10]([C:13]([F:16])([F:15])[F:14])=[CH:9][CH:8]=3)[C:2]=2[CH3:1])=[O:18])[CH:25]=[CH:26][C:27]=1[N:28]1[CH2:33][CH2:32][CH:31]([N:34]2[CH2:35][CH2:36][O:37][CH2:38][CH2:39]2)[CH2:30][CH2:29]1. Reactants: N1=CC=CC=C1 (pyridine), C1(=CC=C(C=C1)S(=O)(=O)N1[C@H](C(=O)O)CCC1)C ((S)-N-p-toluenesulfonyl proline), S(=O)(Cl)Cl (thionyl chloride), FC1=C2CC(NC2=CC=C1F)C ((±)-4,5-difluoro-2-methyl-2,3-dihydroindole), resultant mixture, acid chloride. Solvent: C(Cl)Cl (methylene chloride), C(Cl)Cl (methylene chloride). Reaction conditions: time 1.5 hour. Yields the product FC1=C2C[C@@H](N(C2=CC=C1F)C([C@H]1N(CCC1)S(=O)(=O)C1=CC=C(C=C1)C)=O)C ((-)-4,5-difluoro-2-(S)-methyl-1-[(S)-N-p-tol uenesulfonylprolyl]-2,3-dihydroindole). As a reaction SMILES: [F:1][C:2]1[C:10]([F:11])=[CH:9][CH:8]=[C:7]2[C:3]=1[CH2:4][CH:5]([CH3:12])[NH:6]2.N1C=CC=CC=1.[C:19]1([CH3:36])[CH:24]=[CH:23][C:22]([S:25]([N:28]2[CH2:35][CH2:34][CH2:33][C@H:29]2[C:30](O)=[O:31])(=[O:27])=[O:26])=[CH:21][CH:20]=1.S(Cl)(Cl)=O>C(Cl)Cl>[F:1][C:2]1[C:10]([F:11])=[CH:9][CH:8]=[C:7]2[C:3]=1[CH2:4][C@H:5]([CH3:12])[N:6]2[C:30](=[O:31])[C@@H:29]1[CH2:33][CH2:34][CH2:35][N:28]1[S:25]([C:22]1[CH:23]=[CH:24][C:19]([CH3:36])=[CH:20][CH:21]=1)(=[O:27])=[O:26]. Reported procedure: (±)-4,5-difluoro-2-methyl-2,3-dihydroindole, 47.4 g, was dissolved in 470 ml of methylene chloride, to which was added 45 ml of pyridine under ice-cooling. To the resultant mixture was added dropwise under ice-cooling 300 ml of a methylene chloride a solution of the acid chloride prepared from 98.8 g of (S)-N-p-toluenesulfonyl proline and 80 ml of thionyl chloride. After the dropwise addition, the reaction was conducted for 1.5 hours at room temperature. The reaction mixture was washed with 750 ... Starting materials: C(=O)([O-])[O-].[Cs+].[Cs+] (Cs2CO3), BrCCC(C(=O)OCC)(C)C (Ethyl 4-bromo-2,2-dimethylbutanoate), BrC1=C2C=NNC2=CC=C1 (4-bromo-1H-indazole). Run in CN(C)C=O (DMF), CCOC(=O)C (AcOEt). Run at temperature 80 celsius, time 24 hour. Product: BrC1=C2C=NN(C2=CC=C1)CCC(C(=O)OCC)(C)C (Ethyl 4-(4-bromo-1H-indazol-1-yl)-2,2-dimethylbutanoate). Isolated yield 40.0%. RXN SMILES: [Br:1][C:2]1[CH:10]=[CH:9][CH:8]=[C:7]2[C:3]=1[CH:4]=[N:5][NH:6]2.C([O-])([O-])=O.[Cs+].[Cs+].Br[CH2:18][CH2:19][C:20]([CH3:27])([CH3:26])[C:21]([O:23][CH2:24][CH3:25])=[O:22]>CN(C=O)C.CCOC(C)=O>[Br:1][C:2]1[CH:10]=[CH:9][CH:8]=[C:7]2[C:3]=1[CH:4]=[N:5][N:6]2[CH2:18][CH2:19][C:20]([CH3:27])([CH3:26])[C:21]([O:23][CH2:24][CH3:25])=[O:22] |f:1.2.3|. Procedure details: To a solution of 4-bromo-1H-indazole (commercially available from Insight Chemical Solutions Ltd., 826 mg, 4.19 mmol) in DMF (10 ml) at room temperature were added Cs2CO3 (1.37 g, 4.19 mmol) and ethyl 4-bromo-2,2-dimethylbutanoate (D99) (1.40 g, 6.29 mmol) and the resulting mixture was stirred at 80° C. for 24 h then cooled to room temperature and diluted with AcOEt. The organic phase was washed with water, dried over MgSO4 and concentrated in vacuo. Purification of the residue by flash chromato... Starting materials: CC1(C)CCC(N(C(=O)C(C)(C)C)C2CC(C=O)N(C(=O)OC(C)(C)C)C2)CC1, CO, Cl, NO. Product: CC1(C)CCC(N(C(=O)C(C)(C)C)C2CC(C=NO)N(C(=O)OC(C)(C)C)C2)CC1. Reaction SMILES: [C:1](=[O:2])([O:3][C:4]([CH3:5])([CH3:6])[CH3:7])[N:8]1[CH:9]([CH:28]=[O:29])[CH2:10][CH:11]([N:13]([C:14]([C:15]([CH3:16])([CH3:17])[CH3:18])=[O:19])[CH:20]2[CH2:21][CH2:22][C:23]([CH3:26])([CH3:27])[CH2:24][CH2:25]2)[CH2:12]1.[CH3:33][OH:34].[ClH:30].[NH2:31][OH:32]>>[C:1](=[O:2])([O:3][C:4]([CH3:5])([CH3:6])[CH3:7])[N:8]1[CH:9]([CH:28]=[N:31][OH:32])[CH2:10][CH:11]([N:13]([C:14]([C:15]([CH3:16])([CH3:17])[CH3:18])=[O:19])[CH:20]2[CH2:21][CH2:22][C:23]([CH3:26])([CH3:27])[CH2:24][CH2:25]2)[CH2:12]1. The reactants are Br.N[C@H](C(=O)OC)CC(C)(F)F (Methyl (S)-2-amino-4,4-difluoropentanoate hydrobromide), N1=CC=CC=C1 (pyridine), C(=O)(Cl)Cl (phosgene), C1(=CC=CC=C1)C (toluene). Run in ClCCl (dichloromethane). Run at temperature 0 celsius, time 2 hour. Yields the product FC(C[C@@H](C(=O)OC)N=C=O)(C)F (Methyl (S)-4,4-difluoro-2-isocyanatopentanoate). The yield is 94.0%. RXN SMILES: Br.[NH2:2][C@@H:3]([CH2:8][C:9]([F:12])([F:11])[CH3:10])[C:4]([O:6][CH3:7])=[O:5].N1C=CC=CC=1.[C:19](Cl)(Cl)=[O:20].C1(C)C=CC=CC=1>ClCCl>[F:12][C:9]([F:11])([CH3:10])[CH2:8][C@H:3]([N:2]=[C:19]=[O:20])[C:4]([O:6][CH3:7])=[O:5] |f:0.1|. Reported procedure: The compound from example 6 (6.76 g, 28.8 mmol) was initially charged and dissolved in 240 ml of dichloromethane and 9.46 ml (117 mmol, 4.05 eq) of pyridine, cooled down to 0° C. in an ice bath for 15 min and admixed with 19.86 ml of a 20% phosgene solution in toluene (37.54 mmol, 1.3 eq) within 20-30 seconds. The mixture was stirred at 0° C. for a further 2 h, then the reaction mixture was extracted with cold half-molar HCl and ice. The water phases were reextracted with dichloromethane, and th... Starting materials: O=C([O-])[O-], CCI, [K+], [K+], CN(C)C=O, CC(=O)c1ccc(O)cc1O. As a reaction SMILES: [C:1](=[O:2])([O-:3])[O-:4].[CH2:7]([CH3:8])[I:9].[K+:5].[K+:6].[O:21]=[CH:22][N:23]([CH3:24])[CH3:25].[OH:10][c:11]1[c:12]([C:18]([CH3:19])=[O:20])[cH:13][cH:14][c:15]([OH:17])[cH:16]1>>[CH2:7]([CH3:8])[O:17][c:15]1[cH:14][cH:13][c:12]([C:18]([CH3:19])=[O:20])[c:11]([OH:10])[cH:16]1. Product: CCOc1ccc(C(C)=O)c(O)c1. Reactants: C(C)(=O)O (acetic acid), BrC1=CC=C(O1)C(=O)O (5-bromofuroic acid), C(CCCCCCCCCCCCC)S (tetradecanethiol), [H-].[Na+] (sodium hydride). Run in CN(C=O)C (dimethylformamide). Product: C(CCCCCCCCCCCCC)SC1=CC=C(O1)C(=O)O (5-tetradecylthio-2-furoic acid). Reaction SMILES: Br[C:2]1[O:6][C:5]([C:7]([OH:9])=[O:8])=[CH:4][CH:3]=1.[CH2:10]([SH:24])[CH2:11][CH2:12][CH2:13][CH2:14][CH2:15][CH2:16][CH2:17][CH2:18][CH2:19][CH2:20][CH2:21][CH2:22][CH3:23].[H-].[Na+].C(O)(=O)C>CN(C)C=O>[CH2:10]([S:24][C:2]1[O:6][C:5]([C:7]([OH:9])=[O:8])=[CH:4][CH:3]=1)[CH2:11][CH2:12][CH2:13][CH2:14][CH2:15][CH2:16][CH2:17][CH2:18][CH2:19][CH2:20][CH2:21][CH2:22][CH3:23] |f:2.3|. Reported procedure: A mixture of 20.1 g (0.011 mole) of 5-bromofuroic acid, 24.2 g (0.011 mole) of tetradecanethiol in 800 ml of dimethylformamide and 8.5 g (0.021 mole) of sodium hydride is heated on a steam bath overnight then refluxed for one-half hour. The mixture is then cooled, acidified with acetic acid and extracted with ether-water. The ether layer is washed with water and salt water, dried over sodium sulfate and filtered. The filtrate is evaporated to dryness, and the remaining solid is recrystallized fr...